Task: describe an organic reaction: reactants, conditions, products, and yield. Dataset: the Open Reaction Database (ORD), a public repository of structured organic reaction records Yields the product COC(=O)c1cncc(OCc2cccc(OCc3nc(-c4ccccc4)oc3C)c2)c1. RXN SMILES: [CH2:34]([P:35]([CH2:36][CH2:37][CH2:38][CH3:39])[CH2:40][CH2:41][CH2:42][CH3:43])[CH2:44][CH2:45][CH3:46].[CH3:1][c:2]1[c:3]([CH2:13][O:14][c:15]2[cH:16][c:17]([CH2:21][OH:22])[cH:18][cH:19][cH:20]2)[n:4][c:5](-[c:7]2[cH:8][cH:9][cH:10][cH:11][cH:12]2)[o:6]1.[N:47]([C:48]([N:49]1[CH2:50][CH2:51][CH2:52][CH2:53][CH2:54]1)=[O:55])=[N:56][C:57]([N:58]1[CH2:59][CH2:60][CH2:61][CH2:62][CH2:63]1)=[O:64].[O:65]1[CH2:66][CH2:67][CH2:68][CH2:69]1.[OH:23][c:24]1[cH:25][n:26][cH:27][c:28]([C:29](=[O:30])[O:31][CH3:32])[cH:33]1>>[CH3:1][c:2]1[c:3]([CH2:13][O:14][c:15]2[cH:16][c:17]([CH2:21][O:22][c:24]3[cH:25][n:26][cH:27][c:28]([C:29](=[O:30])[O:31][CH3:32])[cH:33]3)[cH:18][cH:19][cH:20]2)[n:4][c:5](-[c:7]2[cH:8][cH:9][cH:10][cH:11][cH:12]2)[o:6]1. Reactants: CCCCP(CCCC)CCCC, Cc1oc(-c2ccccc2)nc1COc1cccc(CO)c1, O=C(N=NC(=O)N1CCCCC1)N1CCCCC1, C1CCOC1, COC(=O)c1cncc(O)c1. Starting materials: BrC1=CC=C(C=C1)OC (4-bromoanisole), COC1=CC=C(C=C1)N1CCN(CC1)C=1C(=C(C2=C(C(C(O2)(C)C)=O)C1C)C)C (4-(4-methoxyphenyl)-1-(2,2,4,6,7-pentamethyl-2,3-dihydro-1-benzofuran-3-on-5-yl)piperazine). Run in CCCCCC (hexane). The product is COC1=CC=C(C=C1)C1(C(OC2=C1C(=C(C(=C2C)C)N2CCN(CC2)C2=CC=C(C=C2)OC)C)(C)C)O (3-(4-methoxyphenyl)-5-(4-(4-methoxyphenyl)piperazin-1-yl)-2,2,4,6,7-pentamethyl-2,3-dihydro-1-benzofuran-3-ol). Isolated yield 95.0%. Reaction SMILES: Br[C:2]1[CH:7]=[CH:6][C:5]([O:8][CH3:9])=[CH:4][CH:3]=1.[CH3:10][O:11][C:12]1[CH:17]=[CH:16][C:15]([N:18]2[CH2:23][CH2:22][N:21]([C:24]3[C:25]([CH3:38])=[C:26]([CH3:37])[C:27]4[O:31][C:30]([CH3:33])([CH3:32])[C:29](=[O:34])[C:28]=4[C:35]=3[CH3:36])[CH2:20][CH2:19]2)=[CH:14][CH:13]=1>CCCCCC>[CH3:9][O:8][C:5]1[CH:6]=[CH:7][C:2]([C:29]2([OH:34])[C:28]3[C:35]([CH3:36])=[C:24]([N:21]4[CH2:22][CH2:23][N:18]([C:15]5[CH:16]=[CH:17][C:12]([O:11][CH3:10])=[CH:13][CH:14]=5)[CH2:19][CH2:20]4)[C:25]([CH3:38])=[C:26]([CH3:37])[C:27]=3[O:31][C:30]2([CH3:32])[CH3:33])=[CH:3][CH:4]=1. Procedure details: Using 4-bromoanisole and 4-(4-methoxyphenyl)-1-(2,2,4,6,7-pentamethyl-2,3-dihydro-1-benzofuran-3-on-5-yl)piperazine obtained in Reference Example 13, the title compound was synthesized in the same manner as in Example 33. Yield 95%. mp. 157–159° C. (hexane). Reactants: CC(=O)OI1(C2=CC=CC=C2C(=O)O1)(OC(=O)C)OC(=O)C (1,1,1 triacetoxy-1,1-dihydro-1,2-benziodoxol-3(1H)-one), 3S/R, C(C)(C)(C)OC([C@H](C)NC(=O)C=1NC=CN1)=O ((2S)-2-[(1H-Imidazole-2-carbonyl)-amino]-propionic acid tert-butyl ester), C(C)(C)(C)OC(CC(C(CF)O)NC(C(C)NC(=O)C=1NC=CN1)=O)=O (5-fluoro-4-hydroxy-3-{2-[(1H-imidazole-2-carbonyl)-amino]-propionylamino}-pentanoic acid tert-butyl ester), CC(=O)OI1(C2=CC=CC=C2C(=O)O1)(OC(=O)C)OC(=O)C (1,1,1 triacetoxy-1,1-dihydro-1,2-benziodoxol-3(1H)-one). Run in ClCCl (dichloromethane). Conditions: time 90 minute. The product is C(C)(C)(C)OC(CC(C(CF)=O)NC(C(C)NC(=O)C=1NC=CN1)=O)=O (5-Fluoro-3-{2-[(1H-imidazole-2-carbonyl)-amino]-propionylamino}-4-oxo-pentanoic acid tert-butyl ester). Isolated yield 84.2%. Reaction SMILES: C(OC(=O)[C@@H](NC(C1NC=CN=1)=O)C)(C)(C)C.[C:18]([O:22][C:23](=[O:43])[CH2:24][CH:25]([NH:30][C:31](=[O:42])[CH:32]([NH:34][C:35]([C:37]1[NH:38][CH:39]=[CH:40][N:41]=1)=[O:36])[CH3:33])[CH:26]([OH:29])[CH2:27][F:28])([CH3:21])([CH3:20])[CH3:19].CC(OI1(OC(C)=O)(OC(C)=O)OC(=O)C2C1=CC=CC=2)=O>ClCCl>[C:18]([O:22][C:23](=[O:43])[CH2:24][CH:25]([NH:30][C:31](=[O:42])[CH:32]([NH:34][C:35]([C:37]1[NH:38][CH:39]=[CH:40][N:41]=1)=[O:36])[CH3:33])[C:26](=[O:29])[CH2:27][F:28])([CH3:19])([CH3:20])[CH3:21]. Procedure details: A solution of [3S/R, (2S)]-5-fluoro-4-hydroxy-3-{2-[(1H-imidazole-2-carbonyl)-amino]-propionylamino}-pentanoic acid tert-butyl ester (0.381 g) in dichloromethane was cooled to 0° C. before addition of 1,1,1 triacetoxy-1,1-dihydro-1,2-benziodoxol-3(1H)-one (0.476 g). The mixture was stirred at room temperature for 2 h before addition of an additional portion of 1,1,1 triacetoxy-1,1-dihydro-1,2-benziodoxol-3(1H)-one (0.05 g) and reaction mixture was then stirred for 90 min before being concentrate... Starting materials: OC1=CC(=NC(=N1)C1=C(C=CC=C1)OCCC)C(=O)OCC (ethyl 6-hydroxy-2-(2-propoxyphenyl)pyrimidine-4-carboxylate), CN (methylamine). The solvent is industrial methylated spirit, C(C)O (ethanol). Conditions: time 3 day. Yields the product CNC(=O)C1=NC(=NC(=C1)O)C1=C(C=CC=C1)OCCC (N-Methyl 6-hydroxy-2-(2-propoxyphenyl)pyrimidine-4-carboxamide). Reaction SMILES: [OH:1][C:2]1[N:7]=[C:6]([C:8]2[CH:13]=[CH:12][CH:11]=[CH:10][C:9]=2[O:14][CH2:15][CH2:16][CH3:17])[N:5]=[C:4]([C:18]([O:20]CC)=O)[CH:3]=1.[CH3:23][NH2:24]>C(O)C>[CH3:23][NH:24][C:18]([C:4]1[CH:3]=[C:2]([OH:1])[N:7]=[C:6]([C:8]2[CH:13]=[CH:12][CH:11]=[CH:10][C:9]=2[O:14][CH2:15][CH2:16][CH3:17])[N:5]=1)=[O:20]. Procedure details: A solution of ethyl 6-hydroxy-2-(2-propoxyphenyl)pyrimidine-4-carboxylate (0.40 g) and methylamine in industrial methylated spirit (33%, 15 ml) in ethanol (15 ml) was stirred at ambient temperature for 6 hours and then allowed to stand for 3 days. The reaction mixture was evaporated under reduced pressure to yield a crude product which was recrystallized from ethanol to yield the title compound, 0.26 g, m.p. 165°-6° C. Starting materials: BrC1=CC=C(C=C1)[N+](=O)[O-] (1-bromo-4-nitrobenzene), C1(=CC=CC=C1)B(O)O (phenylboronic acid), C(C)O (ethanol), C([O-])([O-])=O.[Na+].[Na+] (sodium carbonate). The reagents and catalysts are [Pd].C1(=CC=CC=C1)P(C1=CC=CC=C1)C1=CC=CC=C1.C1(=CC=CC=C1)P(C1=CC=CC=C1)C1=CC=CC=C1.C1(=CC=CC=C1)P(C1=CC=CC=C1)C1=CC=CC=C1.C1(=CC=CC=C1)P(C1=CC=CC=C1)C1=CC=CC=C1 (tetrakis (triphenyl-phosphine) palladium). Solvent: COC(C)OC (dimethoxy-ethane), CCOC(=O)C (EtOAc). Reaction conditions: time 10 minute. Product: [N+](=O)([O-])C1=CC=C(C=C1)C1=CC=CC=C1 (4-nitrobiphenyl). The yield is 127.3%. As a reaction SMILES: Br[C:2]1[CH:7]=[CH:6][C:5]([N+:8]([O-:10])=[O:9])=[CH:4][CH:3]=1.[C:11]1(B(O)O)[CH:16]=[CH:15][CH:14]=[CH:13][CH:12]=1.C(O)C.C(=O)([O-])[O-].[Na+].[Na+]>COC(OC)C.[Pd].C1(P(C2C=CC=CC=2)C2C=CC=CC=2)C=CC=CC=1.C1(P(C2C=CC=CC=2)C2C=CC=CC=2)C=CC=CC=1.C1(P(C2C=CC=CC=2)C2C=CC=CC=2)C=CC=CC=1.C1(P(C2C=CC=CC=2)C2C=CC=CC=2)C=CC=CC=1.CCOC(C)=O>[N+:8]([C:5]1[CH:6]=[CH:7][C:2]([C:11]2[CH:16]=[CH:15][CH:14]=[CH:13][CH:12]=2)=[CH:3][CH:4]=1)([O-:10])=[O:9] |f:3.4.5,7.8.9.10.11|. Procedure: 12.50 g (61.9 mmol) of 1-bromo-4-nitrobenzene were added to 358 mg, (310 μmol, 0.5 mole %) of tetrakis (triphenyl-phosphine) palladium in 200 ml of dimethoxy-ethane. After stirring for 10 minutes, 11.3 g (92.8 mmol) of phenylboronic acid and 100 ml of ethanol were added. After a further 10 minutes, 263 ml, (526 mmol, 8.5 equiv) of 2M aqueous sodium carbonate were added and the suspension was heated at reflux for 20 minutes, then allowed to cool to room temperature. The mixture was taken into 250... Yields the product C1(O)=CC=C(O)C=C1.S(F)(F)(F)(F)(F)F (Hydroquinone sulphur hexafluoride). Reactants: C1(O)=CC=C(O)C=C1 (Hydroquinone), S(F)(F)(F)(F)(F)F (sulphur hexafluoride). Reported procedure: Hydroquinone (30 g) was dissolved in n-propanol (70 ml) at 70° C. The hot solution was introduced into the high pressure autoclave. The solution was subjected to compressed sulphur hexafluoride of 300 bar. The high pressure autoclave was kept for 2 h at 80° C. The solution was then cooled down to room temperature within 5 days. The crystals were filtered off and washed 4 times with cold n-propanol (5 ml). The crystals were then dried in the drying cabinet at 70° C. Run at time 2 hour. RXN SMILES: [C:1]1([CH:8]=[CH:7][C:5]([OH:6])=[CH:4][CH:3]=1)[OH:2].[S:9]([F:15])([F:14])([F:13])([F:12])([F:11])[F:10]>C(O)CC>[C:1]1([CH:8]=[CH:7][C:5]([OH:6])=[CH:4][CH:3]=1)[OH:2].[S:9]([F:15])([F:14])([F:13])([F:12])([F:11])[F:10] |f:3.4|. The solvent is C(CC)O (n-propanol). Starting materials: [Al+3], N#Cc1ccccc1-n1cccc1, CCO, [H-], [H-], [H-], [H-], [Li+], C1CCOC1. Yields the product NCc1ccccc1-n1cccc1. Reaction SMILES: [Al+3:2].[C:12](#[N:13])[c:14]1[c:15](-[n:20]2[cH:21][cH:22][cH:23][cH:24]2)[cH:16][cH:17][cH:18][cH:19]1.[CH3:25][CH2:26][OH:27].[H-:1].[H-:4].[H-:5].[H-:6].[Li+:3].[O:7]1[CH2:8][CH2:9][CH2:10][CH2:11]1>>[CH2:12]([NH2:13])[c:14]1[c:15](-[n:20]2[cH:21][cH:22][cH:23][cH:24]2)[cH:16][cH:17][cH:18][cH:19]1.